From a dataset of the Open Reaction Database (ORD), a public repository of structured organic reaction records. describe an organic reaction: reactants, conditions, products, and yield Reactants: C(\C=C/C(=O)[O-])(=O)OC (monomethyl maleate), C([O-])([O-])=O.[Na+].[Na+] (sodium carbonate), Cl (hydrochloric acid), N(N)C1=CC=C(C=C1)S(=O)(=O)[O-] (p-hydrazinobenzene sulphonate), C([O-])([O-])=O.[Na+].[Na+] (sodium carbonate). Solvent: O (water). Reaction conditions: temperature 100 celsius, time 6 hour. The product is C(=O)(O)C1NN(C(C1)=O)C1=CC=C(C=C1)S(=O)(=O)O (3-carboxy-1-(4'-sulphophenyl)-5-pyrazolidone). Isolated yield 85.0%. RXN SMILES: [C:1]([O:8]C)(=[O:7])/[CH:2]=[CH:3]\[C:4]([O-])=[O:5].[NH:10]([C:12]1[CH:17]=[CH:16][C:15]([S:18]([O-:21])(=[O:20])=[O:19])=[CH:14][CH:13]=1)[NH2:11].C(=O)([O-])[O-].[Na+].[Na+].Cl>O>[C:1]([CH:2]1[CH2:3][C:4](=[O:5])[N:10]([C:12]2[CH:17]=[CH:16][C:15]([S:18]([OH:21])(=[O:19])=[O:20])=[CH:14][CH:13]=2)[NH:11]1)([OH:8])=[O:7] |f:2.3.4|. Procedure details: 110 parts of monomethyl maleate are added with stirring to 800 parts of water containing 152 parts of p-hydrazinobenzene sulphonate and 88 parts of sodium carbonate. The mixture is warmed until all reactants are in solution and the pH is adjusted by addition of sodium carbonate to 7.0. The resulting solution is heated at 100° C for 9 hours during which period the pH is adjusted to 7.0 after 6 hours. On completion of heating, the pH is adjusted to 3.8 by addition of hydrochloric acid and the 3-ca... The reactants are COc1cc(C(Nc2cc(C(N)=O)ccc2F)C(=O)O)ccc1F, CCOC(=O)C1CCNC1c1cc(NC(=O)N(C)C)ccc1S(=O)(=O)C1CC1, Cl. Product: CCOC(=O)C1CCN(C(=O)C(Nc2cc(C(N)=O)ccc2F)c2ccc(F)c(OC)c2)C1c1cc(NC(=O)N(C)C)ccc1S(=O)(=O)C1CC1. Reaction SMILES: [C:1]([NH2:2])(=[O:3])[c:4]1[cH:5][cH:6][c:7]([F:24])[c:8]([NH:10][CH:11]([C:12](=[O:13])[OH:14])[c:15]2[cH:16][c:17]([O:22][CH3:23])[c:18]([F:21])[cH:19][cH:20]2)[cH:9]1.[CH:26]1([S:29](=[O:30])(=[O:31])[c:32]2[c:33]([CH:44]3[NH:45][CH2:46][CH2:47][CH:48]3[C:49](=[O:50])[O:51][CH2:52][CH3:53])[cH:34][c:35]([NH:38][C:39](=[O:40])[N:41]([CH3:42])[CH3:43])[cH:36][cH:37]2)[CH2:27][CH2:28]1.[ClH:25]>>[C:1]([NH2:2])(=[O:3])[c:4]1[cH:5][cH:6][c:7]([F:24])[c:8]([NH:10][CH:11]([C:12](=[O:14])[N:45]2[CH:44]([c:33]3[c:32]([S:29]([CH:26]4[CH2:27][CH2:28]4)(=[O:30])=[O:31])[cH:37][cH:36][c:35]([NH:38][C:39](=[O:40])[N:41]([CH3:42])[CH3:43])[cH:34]3)[CH:48]([C:49](=[O:50])[O:51][CH2:52][CH3:53])[CH2:47][CH2:46]2)[c:15]2[cH:16][c:17]([O:22][CH3:23])[c:18]([F:21])[cH:19][cH:20]2)[cH:9]1.